Dataset: the Open Reaction Database (ORD), a public repository of structured organic reaction records. Task: describe an organic reaction: reactants, conditions, products, and yield The reactants are C1CCC(CC1)N=C=NC2CCCCC2 (DCC), CS(=O)(=O)[O-] (methanesulfonate), Cl.C(N)(=N)C=1C=C2C=CC(=C(C2=CC1)C=CC(N)=O)O (6-amidino-1-(2-carbamoylvinyl)-2-naphthol.hydrochloride), NN=CNC1=CC=C(C(=O)O)C=C1 (4-aminoiminomethylaminobenzoic acid). The reagents and catalysts are CN(C)C=1C=CN=CC1 (DMAP). The solvent is N1=CC=CC=C1 (pyridine). Reaction conditions: time 2 hour. The product is Cl.Cl.NN=CNC1=CC=C(C(=O)OC2=C(C3=CC=C(C=C3C=C2)C(N)=N)C=CC(N)=O)C=C1 (6-amidino-1-(2-carbamoylvinyl)-2-naphthyl 4-aminoiminomethylaminobenzoate.dihydrochloride). Yield: 180.2%. As a reaction SMILES: [NH2:1][N:2]=[CH:3][NH:4][C:5]1[CH:13]=[CH:12][C:8]([C:9]([OH:11])=[O:10])=[CH:7][CH:6]=1.CS([O-])(=O)=O.[ClH:19].[C:20]([C:23]1[CH:24]=[C:25]2[C:30](=[CH:31][CH:32]=1)[C:29]([CH:33]=[CH:34][C:35](=[O:37])[NH2:36])=[C:28](O)[CH:27]=[CH:26]2)(=[NH:22])[NH2:21].C1CCC(N=C=NC2CCCCC2)CC1>CN(C1C=CN=CC=1)C.N1C=CC=CC=1>[ClH:19].[ClH:19].[NH2:1][N:2]=[CH:3][NH:4][C:5]1[CH:13]=[CH:12][C:8]([C:9]([O:11][C:28]2[CH:27]=[CH:26][C:25]3[C:30](=[CH:31][CH:32]=[C:23]([C:20](=[NH:21])[NH2:22])[CH:24]=3)[C:29]=2[CH:33]=[CH:34][C:35](=[O:37])[NH2:36])=[O:10])=[CH:7][CH:6]=1 |f:2.3,7.8.9|. Procedure details: 90 Milliliters of 20% hydrous pyridine was added to 5.08 g of 4-aminoiminomethylaminobenzoic acid.methanesulfonate, 4.5 g of 6-amidino-1-(2-carbamoylvinyl)-2-naphthol.hydrochloride, 6.34 g of DCC and 80 mg of DMAP, followed by stirring for 2 hours under cooling with ice and then 48 hours at room temperature. Then, the precipitate was collected by filtration and washed twice with 160 ml of warm 20% hydrous pyridine. The above-obtained reaction filtrate and the warm hydrous pyridine wash liquid we... Run in CO (methanol). Reaction SMILES: [Si:1]([O:8][CH2:9][C:10](=O)[CH2:11][C:12]1[C:13]([CH3:22])=[C:14]2[C:18](=[CH:19][CH:20]=1)[C:17](=[O:21])[O:16][CH2:15]2)([C:4]([CH3:7])([CH3:6])[CH3:5])([CH3:3])[CH3:2].[CH3:24][C:25]1[C:29](=[O:30])[O:28][CH2:27][C:26]=1[N:31]1[CH2:35][CH2:34][C:33]2([CH2:40][CH2:39][NH:38][CH2:37][CH2:36]2)[C:32]1=[O:41].C([BH3-])#N.[Na+]>CO.CC(C)[O-].[Ti+4].CC(C)[O-].CC(C)[O-].CC(C)[O-]>[Si:1]([O:8][CH2:9][CH:10]([N:38]1[CH2:39][CH2:40][C:33]2([C:32](=[O:41])[N:31]([C:26]3[CH2:27][O:28][C:29](=[O:30])[C:25]=3[CH3:24])[CH2:35][CH2:34]2)[CH2:36][CH2:37]1)[CH2:11][C:12]1[C:13]([CH3:22])=[C:14]2[C:18](=[CH:19][CH:20]=1)[C:17](=[O:21])[O:16][CH2:15]2)([C:4]([CH3:7])([CH3:6])[CH3:5])([CH3:3])[CH3:2] |f:2.3,5.6.7.8.9|. Conditions: time 20 hour. Starting materials: C(#N)[BH3-].[Na+] (sodium cyanoborohydride), [Si](C)(C)(C(C)(C)C)OCC(CC=1C(=C2COC(C2=CC1)=O)C)=O (5-(3-((tert-butyldimethylsilyl)oxy)-2-oxopropyl)-4-methylisobenzofuran-1(3H)-one), CC1=C(COC1=O)N1C(C2(CC1)CCNCC2)=O (2-(4-methyl-5-oxo-2,5-dihydrofuran-3-yl)-2,8-diazaspiro[4.5]decan-1-one). Reagents/catalysts: CC([O-])C.[Ti+4].CC([O-])C.CC([O-])C.CC([O-])C (titanium(IV) isopropoxide). Procedure: To a solution of 5-(3-((tert-butyldimethylsilyl)oxy)-2-oxopropyl)-4-methylisobenzofuran-1(3H)-one (0.50 g, 1.5 mmol) in methanol (20 mL) was added 2-(4-methyl-5-oxo-2,5-dihydrofuran-3-yl)-2,8-diazaspiro[4.5]decan-1-one (I-17) (0.45 g, 1.8 mmol) and titanium(IV) isopropoxide (2.10 g, 7.5 mmol). After stirring at for room temperature 48 h, sodium cyanoborohydride (190 mg, 3.0 mmol) was added and the reaction mixture was stirred at room temperature for 20 h. The reaction mixture was quenched with w... The product is [Si](C)(C)(C(C)(C)C)OCC(CC=1C(=C2COC(C2=CC1)=O)C)N1CCC2(CCN(C2=O)C=2COC(C2C)=O)CC1 (8-(1-((tert-butyldimethylsilyl)oxy)-3-(4-methyl-1-oxo-1,3-dihydroisobenzofuran-5-yl)propan-2-yl)-2-(4-methyl-5-oxo-2,5-dihydrofuran-3-yl)-2,8-diazaspiro[4.5]decan-1-one). The reactants are C(C)(C)(C)C1=CC(=C(C=N1)C=1N([C@]([C@](N1)(C)C1=CC=C(C=C1)Cl)(C)C1=CC=C(C=C1)Cl)C(=O)N1CCC(CC1)CC(=O)O)OCC ({1-[(4S,5R)-2-(6-tert-butyl-4-ethoxy-pyridin-3-yl)-4,5-bis-(4-chloro-phenyl)-4,5-dimethyl-4,5-dihydro-imidazole-1-carbonyl]-piperidin-4-yl}-acetic acid), FC1=CC=C(C=C1)[C@@H](C)N ((R)-1-(4-fluorophenyl)ethylamine). The product is C(C)(C)(C)C1=CC(=C(C=N1)C=1N([C@]([C@](N1)(C)C1=CC=C(C=C1)Cl)(C)C1=CC=C(C=C1)Cl)C(=O)N1CCC(CC1)CC(=O)N[C@H](C)C1=CC=C(C=C1)F)OCC (2-{1-[(4S,5R)-2-(6-tert-Butyl-4-ethoxy-pyridin-3-yl)-4,5-bis-(4-chloro-phenyl)-4,5-dimethyl-4,5-dihydro-imidazole-1-carbonyl]-piperidin-4-yl}-N-[(R)-1-(4-fluoro-phenyl)-ethyl]-acetamide). As a reaction SMILES: [C:1]([C:5]1[N:10]=[CH:9][C:8]([C:11]2[N:12]([C:32]([N:34]3[CH2:39][CH2:38][CH:37]([CH2:40][C:41]([OH:43])=O)[CH2:36][CH2:35]3)=[O:33])[C@@:13]([C:25]3[CH:30]=[CH:29][C:28]([Cl:31])=[CH:27][CH:26]=3)([CH3:24])[C@@:14]([C:17]3[CH:22]=[CH:21][C:20]([Cl:23])=[CH:19][CH:18]=3)([CH3:16])[N:15]=2)=[C:7]([O:44][CH2:45][CH3:46])[CH:6]=1)([CH3:4])([CH3:3])[CH3:2].[F:47][C:48]1[CH:53]=[CH:52][C:51]([C@H:54]([NH2:56])[CH3:55])=[CH:50][CH:49]=1>>[C:1]([C:5]1[N:10]=[CH:9][C:8]([C:11]2[N:12]([C:32]([N:34]3[CH2:35][CH2:36][CH:37]([CH2:40][C:41]([NH:56][C@@H:54]([C:51]4[CH:52]=[CH:53][C:48]([F:47])=[CH:49][CH:50]=4)[CH3:55])=[O:43])[CH2:38][CH2:39]3)=[O:33])[C@@:13]([C:25]3[CH:30]=[CH:29][C:28]([Cl:31])=[CH:27][CH:26]=3)([CH3:24])[C@@:14]([C:17]3[CH:22]=[CH:21][C:20]([Cl:23])=[CH:19][CH:18]=3)([CH3:16])[N:15]=2)=[C:7]([O:44][CH2:45][CH3:46])[CH:6]=1)([CH3:4])([CH3:2])[CH3:3]. Procedure details: In a manner analogous to the method described in example 163, {1-[(4S,5R)-2-(6-tert-butyl-4-ethoxy-pyridin-3-yl)-4,5-bis-(4-chloro-phenyl)-4,5-dimethyl-4,5-dihydro-imidazole-1-carbonyl]-piperidin-4-yl}-acetic acid was reacted with (R)-1-(4-fluorophenyl)ethylamine (Alfa) to give the title product. LC-MS (ES+) 786 [(M+H)+]. Starting materials: O.C(C=O)(=O)O (glyoxylic acid monohydrate), Br.NC=1SCC(=NN1)C1=CC(=C(C(=C1)C(C)(C)C)O)C(C)(C)C (2-amino-5-(3,5-di-tert.butyl-4-hydroxyphenyl)-6H-1,3,4-thiadiazine hydrobromide). As a reaction SMILES: O.[C:2]([OH:6])(=O)[CH:3]=O.Br.[NH2:8][C:9]1[S:10][CH2:11][C:12]([C:15]2[CH:20]=[C:19]([C:21]([CH3:24])([CH3:23])[CH3:22])[C:18]([OH:25])=[C:17]([C:26]([CH3:29])([CH3:28])[CH3:27])[CH:16]=2)=[N:13][N:14]=1>O.C(O)(=O)C.Cl>[C:26]([C:17]1[CH:16]=[C:15]([C:12]2[N:14]3[N:13]=[CH:3][C:2](=[O:6])[N:8]=[C:9]3[S:10][CH:11]=2)[CH:20]=[C:19]([C:21]([CH3:24])([CH3:22])[CH3:23])[C:18]=1[OH:25])([CH3:29])([CH3:27])[CH3:28] |f:0.1,2.3|. Procedure: 4.8 g (0.05 mol) of glyoxylic acid monohydrate in 75 ml of water were added dropwise to a solution of 10.0 g (0.025 mol) of 2-amino-5-(3,5-di-tert.butyl-4-hydroxyphenyl)-6H-1,3,4-thiadiazine hydrobromide from step (c1) in 250 ml of glacial acetic acid and 25 ml of 4N hydrochloric acid at 80° C. After the mixture had been stirred at 80° C. for 20 hours, it was evaporated under reduced pressure. It was advantageously possible to purify the solid residue by column chromatography on silica gel using... Conditions: temperature 80 celsius, time 20 hour. The solvent is O (water), C(C)(=O)O (acetic acid), Cl (hydrochloric acid). The product is C(C)(C)(C)C=1C=C(C=C(C1O)C(C)(C)C)C1=CSC=2N1N=CC(N2)=O (3-(3,5-Di-tert.butyl-4-hydroxyphenyl)-7H-thiazolo[3,2-b][1,2,4]triazin-7-one). Starting materials: C[Al](C)c1ccccc1 (effective_coupling_partner), CC(C)(C)C(=O)Oc2ccc1ccccc1c2 (substrate). The reagents and catalysts are PCy3. Reaction conditions: temperature 90 celsius, time 24 hour. The product is c3ccc(c2ccc1ccccc1c2)cc3. Starting materials: Cl.C(C)(C)(C)OC(=O)N1C(CCC1)C1=NOC(=C1)CC(C(=O)OCC)N (2-[5-(2-amino-2-ethoxycarbonyl-ethyl)-isoxazol-3-yl]-pyrrolidine-1-carboxylic acid tert-butyl ester hydrocloride), ClC1=C(C(=O)Cl)C(=CC=C1)Cl (2,6-dichlorobenzoylchloride). Yields the product C(C)(C)(C)OC(=O)N1C(CCC1)C1=NOC(=C1)CC(C(=O)OCC)NC(C1=C(C=CC=C1Cl)Cl)=O (2-(5-[2-(2,6-Dichloro-benzoylamino)-2-ethoxycarbonyl-ethyl]-isoxazol-3-yl}-pyrrolidine-1-carboxylic Acid Tert-Butyl Ester). Reaction SMILES: Cl.[C:2]([O:6][C:7]([N:9]1[CH2:13][CH2:12][CH2:11][CH:10]1[C:14]1[CH:18]=[C:17]([CH2:19][CH:20]([NH2:26])[C:21]([O:23][CH2:24][CH3:25])=[O:22])[O:16][N:15]=1)=[O:8])([CH3:5])([CH3:4])[CH3:3].[Cl:27][C:28]1[CH:36]=[CH:35][CH:34]=[C:33]([Cl:37])[C:29]=1[C:30](Cl)=[O:31]>>[C:2]([O:6][C:7]([N:9]1[CH2:13][CH2:12][CH2:11][CH:10]1[C:14]1[CH:18]=[C:17]([CH2:19][CH:20]([NH:26][C:30](=[O:31])[C:29]2[C:28]([Cl:27])=[CH:36][CH:35]=[CH:34][C:33]=2[Cl:37])[C:21]([O:23][CH2:24][CH3:25])=[O:22])[O:16][N:15]=1)=[O:8])([CH3:4])([CH3:5])[CH3:3] |f:0.1|. Procedure details: The title compound was prepared from 2-[5-(2-amino-2-ethoxycarbonyl-ethyl)-isoxazol-3-yl]-pyrrolidine-1-carboxylic acid tert-butyl ester hydrocloride and 2,6-dichlorobenzoylchloride in the manner described in example 3B. MS (Ci) m/z 525.9 (M+1), 425.9 (M−99).